This data is from the Open Reaction Database (ORD), a public repository of structured organic reaction records. The task is: describe an organic reaction: reactants, conditions, products, and yield The reactants are NC1=C(C(C2=CC=CC=C2)=NO)C=CC=C1 (2-amino-benzophenone oxime), [OH-].[K+] (potassium hydroxide), S(=O)(=O)(OC)OC (dimethyl sulphate). Reagents/catalysts: [Br-].C(CCC)[N+](CCCC)(CCCC)CCCC (tetrabutylammonium bromide). Solvent: O1CCCC1 (tetrahydrofuran), C(Cl)Cl (methylene chloride). Conditions: time 8 hour. Yields the product CON=C(C1=C(C=CC=C1)N)C1=CC=CC=C1 (2-amino-benzophenone O-methyl oxime). Reaction SMILES: [NH2:1][C:2]1[CH:16]=[CH:15][CH:14]=[CH:13][C:3]=1[C:4](=[N:11][OH:12])[C:5]1[CH:10]=[CH:9][CH:8]=[CH:7][CH:6]=1.[OH-].[K+].S(OC)(O[CH3:23])(=O)=O>O1CCCC1.[Br-].C([N+](CCCC)(CCCC)CCCC)CCC.C(Cl)Cl>[CH3:23][O:12][N:11]=[C:4]([C:5]1[CH:10]=[CH:9][CH:8]=[CH:7][CH:6]=1)[C:3]1[CH:13]=[CH:14][CH:15]=[CH:16][C:2]=1[NH2:1] |f:1.2,5.6|. Reported procedure: A solution of 3.0 g (14.15 mmol) of 2-amino-benzophenone oxime in 120 ml of tetrahydrofuran is treated successively with 1.07 g of potassium hydroxide, 100 mg of tetrabutylammonium bromide, 1.81 ml of dimethyl sulphate and the mixture is stirred at room temperature overnight. The mixture is taken up in methylene chloride, washed with water, dried and evaporated. The residue is twice suspended in boiling ether and filtered off, there being obtained 2-amino-benzophenone O-methyl oxime of melting p... Reactants: CCBr, CCO, N#Cc1c(-c2ccccc2)nc(N)[nH]c1=S. Yields the product CCSc1nc(N)nc(-c2ccccc2)c1C#N. RXN SMILES: [CH2:17]([CH3:18])[Br:19].[CH3:20][CH2:21][OH:22].[NH2:1][c:2]1[nH:3][c:4](=[S:16])[c:5]([C:14]#[N:15])[c:6](-[c:8]2[cH:9][cH:10][cH:11][cH:12][cH:13]2)[n:7]1>>[NH2:1][c:2]1[n:3][c:4]([S:16][CH2:17][CH3:18])[c:5]([C:14]#[N:15])[c:6](-[c:8]2[cH:9][cH:10][cH:11][cH:12][cH:13]2)[n:7]1. Starting materials: FC1=CC=C(C(=O)O)C=C1 (4-fluorobenzoic acid), O-benzotriazol-1-yl-N,N,N′N′-tetramethlyuronium tetrafluoroborate, CN1CCOCC1 (N-methylmorpholine), N1(CCCC1)[C@@H]1CNCC1 ((3′S)-1,3′-bipyrrolidine). The solvent is ClC(C)Cl.CN(C)C=O (dichloroethane DMF), ClC(C)Cl.CN(C)C=O (dichloroethane DMF). Reaction conditions: time 3 hour. Yields the product FC1=CC=C(C(=O)N2C[C@H](CC2)N2CCCC2)C=C1 ((3′S)-1′-(4-fluorobenzoyl)-1,3′-bipyrrolidine). Yield: 57.0%. RXN SMILES: [F:1][C:2]1[CH:10]=[CH:9][C:5]([C:6]([OH:8])=O)=[CH:4][CH:3]=1.CN1CCOCC1.[N:18]1([C@H:23]2[CH2:27][CH2:26][NH:25][CH2:24]2)[CH2:22][CH2:21][CH2:20][CH2:19]1>ClC(Cl)C.CN(C=O)C>[F:1][C:2]1[CH:3]=[CH:4][C:5]([C:6]([N:25]2[CH2:26][CH2:27][C@H:23]([N:18]3[CH2:22][CH2:21][CH2:20][CH2:19]3)[CH2:24]2)=[O:8])=[CH:9][CH:10]=1 |f:3.4|. Procedure details: A solution of 4-fluorobenzoic acid (1.5 g, 10.71 mmol) in dichloroethane:DMF (4:1) was treated with O-benzotriazol-1-yl-N,N,N′N′-tetramethlyuronium tetrafluoroborate (4.13 gm 12.85 mmol) and N-methylmorpholine (5.41 g, 53.55 mmol) followed by a solution of (3′S)-1,3′-bipyrrolidine (2.52 g, 11.77 mmol) in dichloroethane:DMF (4:1). The reaction mixture was stirred at room temperature for 3 h and quenched with saturated sodium hydrogen carbonate. The phases were separated. The aqueous phase was ext...